describe an organic reaction: reactants, conditions, products, and yield From a dataset of the Open Reaction Database (ORD), a public repository of structured organic reaction records. The reactants are BrC1=C(C=C(C=C1)F)C1(CC1)N (1-(2-bromo-5-fluoro-phenyl)-cyclopropylamine), CCN(C(C)C)C(C)C (DIPEA), CCOC(=O)C (EtOAc). The reagents and catalysts are C1=CC=C(C=C1)P([C-]2C=CC=C2)C3=CC=CC=C3.C1=CC=C(C=C1)P([C-]2C=CC=C2)C3=CC=CC=C3.Cl[Pd]Cl.[Fe+2] (Pd(dppf)Cl2). The solvent is CN(C)C=O (DMF). Yields the product FC1=CC=C2C(NC3(C2=C1)CC3)=O (6′-Fluorospiro[cyclopropane-1,1′-isoindolin]-3′-one). Isolated yield 65.2%. RXN SMILES: Br[C:2]1[CH:7]=[CH:6][C:5]([F:8])=[CH:4][C:3]=1[C:9]1([NH2:12])[CH2:11][CH2:10]1.CCN(C(C)C)C(C)C.C[CH2:23][O:24]C(C)=O>CN(C=O)C.C1C=CC(P(C2C=CC=CC=2)[C-]2C=CC=C2)=CC=1.C1C=CC(P(C2C=CC=CC=2)[C-]2C=CC=C2)=CC=1.Cl[Pd]Cl.[Fe+2]>[F:8][C:5]1[CH:4]=[C:3]2[C:2]([C:23](=[O:24])[NH:12][C:9]32[CH2:11][CH2:10]3)=[CH:7][CH:6]=1 |f:4.5.6.7|. Reported procedure: A solution of 1-(2-bromo-5-fluoro-phenyl)-cyclopropylamine (4.2 g, 18.3 mmol), Pd(dppf)Cl2 (0.42 g), DIPEA (7 g, 54.8 mmol) in 40 mL of DMF was heated at 130° C. under 2 MPa of CO for 12 hours. After it was cooled to room temperature, EtOAc was added it was washed with brine. The organic layer was dried over anhy. Na2SO4, filtered, and concentrated in vacuo. The crude product was purified by column chromatography to give title compound (0.3 g, yield 65.2%) as a solid; meanwhile, 3.3 g of startin...